Task: describe an organic reaction: reactants, conditions, products, and yield. Dataset: the Open Reaction Database (ORD), a public repository of structured organic reaction records The reactants are Cl.[N+](=O)([O-])C1=CC=C(C=C1)N1CCN(CC1)C(=O)NC1=C(C(=CC(=C1)OC)C(C)(C)C)O (2-{[4-(4-nitrophenyl)piperazin-1-yl]carbonylamino}-4-methoxy-6-tert-butylphenol hydrochloride), CO (methanol), C (charcoal), Cl.O1CCOCC1 (hydrogen chloride dioxane). Reagents/catalysts: [C].[Pd] (palladium-carbon). Run in O1CCOCC1 (dioxane), ClCCl (dichloromethane). Run at time 4 hour. Product: Cl.Cl.NC1=CC=C(C=C1)N1CCN(CC1)C(=O)NC1=C(C(=CC(=C1)OC)C(C)(C)C)O (2-{[4-(4-aminophenyl)piperazin-1-yl]carbonylamino}-4-methoxy-6-tert-butylphenol dihydrochloride). Isolated yield 60.9%. RXN SMILES: [ClH:1].[N+:2]([C:5]1[CH:10]=[CH:9][C:8]([N:11]2[CH2:16][CH2:15][N:14]([C:17]([NH:19][C:20]3[CH:25]=[C:24]([O:26][CH3:27])[CH:23]=[C:22]([C:28]([CH3:31])([CH3:30])[CH3:29])[C:21]=3[OH:32])=[O:18])[CH2:13][CH2:12]2)=[CH:7][CH:6]=1)([O-])=O.CO.Cl.O1CCOCC1.C>ClCCl.[C].[Pd].O1CCOCC1>[ClH:1].[ClH:1].[NH2:2][C:5]1[CH:10]=[CH:9][C:8]([N:11]2[CH2:12][CH2:13][N:14]([C:17]([NH:19][C:20]3[CH:25]=[C:24]([O:26][CH3:27])[CH:23]=[C:22]([C:28]([CH3:30])([CH3:29])[CH3:31])[C:21]=3[OH:32])=[O:18])[CH2:15][CH2:16]2)=[CH:7][CH:6]=1 |f:0.1,3.4,7.8,10.11.12|. Procedure details: To a mixture of 680 mg of 2-{[4-(4-nitrophenyl)piperazin-1-yl]carbonylamino}-4-methoxy-6-tert-butylphenol hydrochloride, 30 ml of methanol and 30 ml of dioxane was added 100 mg of 10% palladium-carbon (Pd-C). The mixture was subjected to catalytic reduction for 4 hours by using a Parr's reduction apparatus. After removing the catalyst by filtration, the filtrate was condensed. The residue was dissolved in 10 ml of dichloromethane, and after adding 1 ml of 4N hydrogen chloride-dioxane solution, t... Reactants: ClC1=CC=C(C=N1)C=1C=C(C=2C(=CN(C2C1)C(C)C)C)C(=O)NCC=1C(NC(=CC1C)C)=O (6-(6-chloropyridin-3-yl)-N-((4,6-dimethyl-2-oxo-1,2-dihydropyridin-3-yl)methyl)-1-isopropyl-3-methyl-1H-indole-4-carboxamide), C[C@@H]1CN(CCN1)C(=O)OC(C)(C)C ((R)-tert-butyl 3-methylpiperazine-1-carboxylate), CC(C)([O-])C.[Na+] (sodium tert-butoxide). Reagents/catalysts: [Pd].CC(C)C1=CC(=C(C(=C1)C(C)C)C2=C(C=CC=C2)P(C3CCCCC3)C4CCCCC4)C(C)C (Pd XPhos). Solvent: O1CCOCC1 (1,4-Dioxane). Yields the product CC1=C(C(NC(=C1)C)=O)CNC(=O)C1=C2C(=CN(C2=CC(=C1)C=1C=CC(=NC1)N1[C@@H](CN(CC1)C(=O)OC(C)(C)C)C)C(C)C)C ((R)-tert-Butyl 4-(5-(4-(((4,6-dimethyl-2-oxo-1,2-dihydropyridin-3-yl)methyl)carbamoyl)-1-isopropyl-3-methyl-1H-indol-6-yl)pyridin-2-yl)-3-methylpiperazine-1-carboxylate). Isolated yield 15.8%. Reaction SMILES: Cl[C:2]1[N:7]=[CH:6][C:5]([C:8]2[CH:9]=[C:10]([C:21]([NH:23][CH2:24][C:25]3[C:26](=[O:33])[NH:27][C:28]([CH3:32])=[CH:29][C:30]=3[CH3:31])=[O:22])[C:11]3[C:12]([CH3:20])=[CH:13][N:14]([CH:17]([CH3:19])[CH3:18])[C:15]=3[CH:16]=2)=[CH:4][CH:3]=1.[CH3:34][C@H:35]1[NH:40][CH2:39][CH2:38][N:37]([C:41]([O:43][C:44]([CH3:47])([CH3:46])[CH3:45])=[O:42])[CH2:36]1.CC(C)([O-])C.[Na+]>[Pd].CC(C1C=C(C(C)C)C(C2C=CC=CC=2P(C2CCCCC2)C2CCCCC2)=C(C(C)C)C=1)C.O1CCOCC1>[CH3:31][C:30]1[CH:29]=[C:28]([CH3:32])[NH:27][C:26](=[O:33])[C:25]=1[CH2:24][NH:23][C:21]([C:10]1[CH:9]=[C:8]([C:5]2[CH:4]=[CH:3][C:2]([N:40]3[CH2:39][CH2:38][N:37]([C:41]([O:43][C:44]([CH3:47])([CH3:46])[CH3:45])=[O:42])[CH2:36][C@H:35]3[CH3:34])=[N:7][CH:6]=2)[CH:16]=[C:15]2[C:11]=1[C:12]([CH3:20])=[CH:13][N:14]2[CH:17]([CH3:19])[CH3:18])=[O:22] |f:2.3,4.5|. Reported procedure: Added 6-(6-chloropyridin-3-yl)-N-((4,6-dimethyl-2-oxo-1,2-dihydropyridin-3-yl)methyl)-1-isopropyl-3-methyl-1H-indole-4-carboxamide (131 mg, 0.283 mmol), (R)-tert-butyl 3-methylpiperazine-1-carboxylate (70.8 mg, 0.354 mmol), sodium tert-butoxide (59.8 mg, 0.623 mmol) and 1,4-Dioxane (2 mL) to a microwave vial and degassed for 10 minutes. Added Pd XPhos (10.45 mg, 0.014 mmol) and heated to 100° C. for 16 hours. Concentrated, added DCM and water. Filtered, separated phases. Extracted aqueous phase ... Reactants: N1=CC=C(C=C1)C(=O)NN(C(=S)NC)C (1-(4-Pyridoyl)-2,4-dimethylthiosemicarbazide), C(=O)(O)[O-].[Na+] (NaHCO3). Yields the product N1=CC=C(C=C1)C=1N(C(N(N1)C)=S)C (5-(4-Pyridyl)-2,4-dimethyl-3H-1,2,4-triazole-3-thione). Reaction SMILES: [N:1]1[CH:6]=[CH:5][C:4]([C:7]([NH:9][N:10]([CH3:15])[C:11]([NH:13][CH3:14])=[S:12])=O)=[CH:3][CH:2]=1.C([O-])(O)=O.[Na+]>>[N:1]1[CH:6]=[CH:5][C:4]([C:7]2[N:13]([CH3:14])[C:11](=[S:12])[N:10]([CH3:15])[N:9]=2)=[CH:3][CH:2]=1 |f:1.2|. Procedure: The 1:1 mixture from Example 2 and 1 molar aqueous NaHCO3 (100 ml, 1.00×10-1 mole) were stirred and warmed to reflux. After refluxing for 15 hours the reaction was allowed to cool in an ice bath. The resulting precipitate was collected by filtration and was dried by suction. The desired product was crystallized from ethyl acetate/hexane to yield large colorless plates: 4.1 g (35%), mp 150°-152° C.